Dataset: the Open Reaction Database (ORD), a public repository of structured organic reaction records. Task: describe an organic reaction: reactants, conditions, products, and yield Reactants: CO, [K+], COC(=O)C(Oc1ccccc1)c1ccc(Oc2ccccc2)cc1, [OH-]. The product is O=C(O)C(Oc1ccccc1)c1ccc(Oc2ccccc2)cc1. As a reaction SMILES: [CH3:28][OH:29].[K+:27].[O:1]([c:2]1[cH:3][cH:4][cH:5][cH:6][cH:7]1)[CH:8]([C:9](=[O:10])[O:11][CH3:12])[c:13]1[cH:14][cH:15][c:16]([O:19][c:20]2[cH:21][cH:22][cH:23][cH:24][cH:25]2)[cH:17][cH:18]1.[OH-:26]>>[O:1]([c:2]1[cH:3][cH:4][cH:5][cH:6][cH:7]1)[CH:8]([C:9](=[O:10])[OH:11])[c:13]1[cH:14][cH:15][c:16]([O:19][c:20]2[cH:21][cH:22][cH:23][cH:24][cH:25]2)[cH:17][cH:18]1. Starting materials: C(C1=CC=CC=C1)C1=NC2=C(N(C1=O)C1=CC(=CC=C1)C(=O)O)N=CC=C2 (2-benzyl-3-oxo-4-(3-carboxyphenyl)-3,4-dihydropyrido[2,3-b]pyrazine), C1(=CC=CC=C1)P(=O)(C1=CC=CC=C1)N=[N+]=[N-] (diphenylphosphoryl azide), C([O-])(O)=O.[Na+] (sodium bicarbonate), NC=1C=NC=CC1 (3-Aminopyridine). Run in C1=CC=CC=C1 (benzene), C(C)N(CC)CC (triethylamine), C(C)(=O)OCC (ethyl acetate). Reaction conditions: time 5 hour. The product is C(C1=CC=CC=C1)C1=NC2=C(N(C1=O)C1=CC(=CC=C1)NC(=O)NC=1C=NC=CC1)N=CC=C2 (2-benzyl-3-oxo-4-[3-[3-(3-pyridyl)ureido]phenyl]-3,4-dihydropyrido[2,3-b]pyrazine). RXN SMILES: [CH2:1]([C:8]1[C:13](=[O:14])[N:12]([C:15]2[CH:20]=[CH:19][CH:18]=[C:17](C(O)=O)[CH:16]=2)[C:11]2[N:24]=[CH:25][CH:26]=[CH:27][C:10]=2[N:9]=1)[C:2]1[CH:7]=[CH:6][CH:5]=[CH:4][CH:3]=1.C1(P([N:42]=[N+]=[N-])(C2C=CC=CC=2)=O)C=CC=CC=1.[NH2:45][C:46]1[CH:47]=[N:48][CH:49]=[CH:50][CH:51]=1.[C:52](=[O:55])(O)[O-].[Na+]>C1C=CC=CC=1.C(OCC)(=O)C.C(N(CC)CC)C>[CH2:1]([C:8]1[C:13](=[O:14])[N:12]([C:15]2[CH:20]=[CH:19][CH:18]=[C:17]([NH:42][C:52]([NH:45][C:46]3[CH:47]=[N:48][CH:49]=[CH:50][CH:51]=3)=[O:55])[CH:16]=2)[C:11]2[N:24]=[CH:25][CH:26]=[CH:27][C:10]=2[N:9]=1)[C:2]1[CH:3]=[CH:4][CH:5]=[CH:6][CH:7]=1 |f:3.4|. Reported procedure: A mixture of 2-benzyl-3-oxo-4-(3-carboxyphenyl)-3,4-dihydropyrido[2,3-b]pyrazine (357 mg), triethylamine (0.14 ml) and diphenylphosphoryl azide (0.216 ml) in benzene (5 ml) was refluxed for 15 minutes. 3-Aminopyridine (113 mg) was then added to the mixture and the reflux was continued for 5 hours. The reaction mixture was poured into a mixture of ethyl acetate and aqueous sodium bicarbonate solution. The organic phase was separated, washed with brine, dried over magnesium sulfate and concentrate... Product: Cc1cc(C(=O)NC(Cc2ccncc2)c2nc3cc(Cl)ccc3[nH]2)ccc1C(=O)N1CCCC1. Reactants: F[B-](F)(F)F, Cc1cc(C(=O)O)ccc1C(=O)N1CCCC1, CN1CCOCC1, CN(C)C=O, NC(Cc1ccncc1)c1nc2cc(Cl)ccc2[nH]1, O, CN(C)C(On1nnc2ccccc21)=[N+](C)C. Reaction SMILES: [B-:18]([F:19])([F:20])([F:21])[F:22].[CH3:1][c:2]1[cH:3][c:4]([C:5](=[O:6])[OH:7])[cH:8][cH:9][c:10]1[C:11](=[O:12])[N:13]1[CH2:14][CH2:15][CH2:16][CH2:17]1.[CH3:40][N:41]1[CH2:42][CH2:43][O:44][CH2:45][CH2:46]1.[CH3:66][N:67]([CH3:68])[CH:69]=[O:70].[Cl:47][c:48]1[cH:49][c:50]2[c:51]([nH:52][c:53]([CH:55]([CH2:56][c:57]3[cH:58][cH:59][n:60][cH:61][cH:62]3)[NH2:63])[n:54]2)[cH:64][cH:65]1.[OH2:71].[n:23]1([O:24][C:25]([N:26]([CH3:27])[CH3:28])=[N+:29]([CH3:30])[CH3:31])[c:32]2[cH:33][cH:34][cH:35][cH:36][c:37]2[n:38][n:39]1>>[CH3:1][c:2]1[cH:3][c:4]([C:5](=[O:7])[NH:63][CH:55]([c:53]2[nH:52][c:51]3[c:50]([cH:49][c:48]([Cl:47])[cH:65][cH:64]3)[n:54]2)[CH2:56][c:57]2[cH:58][cH:59][n:60][cH:61][cH:62]2)[cH:8][cH:9][c:10]1[C:11](=[O:12])[N:13]1[CH2:14][CH2:15][CH2:16][CH2:17]1. Reactants: CC(C)(C)OC(=O)CBr, CS(C)=O, CCN(C(C)C)C(C)C, NC1CCC(CNc2nc(NCc3ccccc3OC(F)(F)F)ncc2[N+](=O)[O-])CC1, CN(C)C=O. Yields the product CC(C)(C)OC(=O)CNC1CCC(CNc2nc(NCc3ccccc3OC(F)(F)F)ncc2[N+](=O)[O-])CC1. Reaction SMILES: [Br:41][CH2:42][C:43](=[O:44])[O:45][C:46]([CH3:47])([CH3:48])[CH3:49].[CH3:55][S:56]([CH3:57])=[O:58].[CH:32]([N:33]([CH2:34][CH3:35])[CH:36]([CH3:37])[CH3:38])([CH3:39])[CH3:40].[NH2:1][CH:2]1[CH2:3][CH2:4][CH:5]([CH2:8][NH:9][c:10]2[n:11][c:12]([NH:19][CH2:20][c:21]3[c:22]([O:27][C:28]([F:29])([F:30])[F:31])[cH:23][cH:24][cH:25][cH:26]3)[n:13][cH:14][c:15]2[N+:16](=[O:17])[O-:18])[CH2:6][CH2:7]1.[O:50]=[CH:51][N:52]([CH3:53])[CH3:54]>>[NH:1]([CH:2]1[CH2:3][CH2:4][CH:5]([CH2:8][NH:9][c:10]2[n:11][c:12]([NH:19][CH2:20][c:21]3[c:22]([O:27][C:28]([F:29])([F:30])[F:31])[cH:23][cH:24][cH:25][cH:26]3)[n:13][cH:14][c:15]2[N+:16](=[O:17])[O-:18])[CH2:6][CH2:7]1)[CH2:42][C:43](=[O:44])[O:45][C:46]([CH3:47])([CH3:48])[CH3:49]. Starting materials: [BH4-], COC(=O)CC(C[N+](=O)[O-])c1ccc(OC)c(OCc2ccccc2)c1, CO, [K+], [K+], [Na+], O=C([O-])[O-]. Yields the product COc1ccc(C2CNC(=O)C2)cc1OCc1ccccc1. RXN SMILES: [BH4-:1].[CH2:3]([c:4]1[cH:5][cH:6][cH:7][cH:8][cH:9]1)[O:10][c:11]1[cH:12][c:13]([CH:19]([CH2:20][C:21](=[O:22])[O:27][CH3:28])[CH2:25][N+:26]([O-:23])=[O:24])[cH:14][cH:15][c:16]1[O:17][CH3:18].[CH3:35][OH:36].[K+:29].[K+:30].[Na+:2].[O-:31][C:32]([O-:33])=[O:34]>>[CH2:3]([c:4]1[cH:5][cH:6][cH:7][cH:8][cH:9]1)[O:10][c:11]1[cH:12][c:13]([CH:19]2[CH2:20][C:21](=[O:22])[NH:26][CH2:25]2)[cH:14][cH:15][c:16]1[O:17][CH3:18]. The reactants are O=C([O-])[O-], Cc1c[nH]cn1, CCOC(C)=O, CNC1CCCCC1NC, COc1cc(C(=O)N(C(C)C)C(C)C)ncc1I, I[Cu]I, [K+], [K+], CN(C)C=O. The product is COc1cc(C(=O)N(C(C)C)C(C)C)ncc1-n1cnc(C)c1. Reaction SMILES: [C:17](=[O:18])([O-:19])[O-:20].[CH3:1][c:2]1[n:3][cH:4][nH:5][cH:6]1.[CH3:49][CH2:50][O:51][C:52](=[O:53])[CH3:54].[CH3:7][NH:8][CH:9]1[CH2:10][CH2:11][CH2:12][CH2:13][CH:14]1[NH:15][CH3:16].[CH:23]([CH3:24])([CH3:25])[N:26]([C:27](=[O:28])[c:29]1[n:30][cH:31][c:32]([I:37])[c:33]([O:35][CH3:36])[cH:34]1)[CH:38]([CH3:39])[CH3:40].[Cu:46]([I:47])[I:48].[K+:21].[K+:22].[O:41]=[CH:42][N:43]([CH3:44])[CH3:45]>>[CH3:1][c:2]1[n:3][cH:4][n:5](-[c:32]2[cH:31][n:30][c:29]([C:27]([N:26]([CH:23]([CH3:24])[CH3:25])[CH:38]([CH3:39])[CH3:40])=[O:28])[cH:34][c:33]2[O:35][CH3:36])[cH:6]1. The reactants are CCCCCCCCCCCCN(CCCC(=O)O)CCOc1ccc(CCC(OC)(OC)C(F)(F)F)cc1, O=C(O)C(F)(F)F. Yields the product CCCCCCCCCCCCNCCOc1ccc(CCC(OC)(OC)C(F)(F)F)cc1. Reaction SMILES: [CH2:1]([CH2:2][CH2:3][CH2:4][CH2:5][CH2:6][CH2:7][CH2:8][CH2:9][CH2:10][CH2:11][CH3:12])[N:13]([CH2:14][CH2:15][O:16][c:17]1[cH:18][cH:19][c:20]([CH2:23][CH2:24][C:25]([C:26]([F:27])([F:28])[F:29])([O:30][CH3:31])[O:32][CH3:33])[cH:21][cH:22]1)[CH2:34][CH2:35][CH2:36][C:37]([OH:38])=[O:39].[OH:40][C:41]([C:42]([F:43])([F:44])[F:45])=[O:46]>>[CH2:1]([CH2:2][CH2:3][CH2:4][CH2:5][CH2:6][CH2:7][CH2:8][CH2:9][CH2:10][CH2:11][CH3:12])[NH:13][CH2:14][CH2:15][O:16][c:17]1[cH:18][cH:19][c:20]([CH2:23][CH2:24][C:25]([C:26]([F:27])([F:28])[F:29])([O:30][CH3:31])[O:32][CH3:33])[cH:21][cH:22]1. Reactants: IC=1N=CN(C1)C1=NC(=CC(=N1)C(F)F)C=1C=NC(=CC1)C(F)(F)F (2-(4-iodo-imidazol-1-yl)-4-difluoromethyl-6-(6-trifluoromethyl-pyridin-3-yl)-pyrimidine), C(C)(C)(C)NS(=O)(=O)C=1C=C(C=CC1)B(O)O (3-(tert.-butylsulfamoyl)-phenylboronic acid). The product is C(C)(C)(C)NS(=O)(=O)C1=CC(=CC=C1)C=1N=CN(C1)C1=NC(=CC(=N1)C(F)F)C=1C=NC(=CC1)C(F)(F)F (3-{1-[4-Difluoromethyl-6-(6-trifluoromethyl-pyridin-3-yl)-pyrimidin-2-yl]-1H-imidazol-4-yl}-benzenesulfonic acid tert-butylamide), solid. RXN SMILES: I[C:2]1[N:3]=[CH:4][N:5]([C:7]2[N:12]=[C:11]([CH:13]([F:15])[F:14])[CH:10]=[C:9]([C:16]3[CH:17]=[N:18][C:19]([C:22]([F:25])([F:24])[F:23])=[CH:20][CH:21]=3)[N:8]=2)[CH:6]=1.[C:26]([NH:30][S:31]([C:34]1[CH:35]=[C:36](B(O)O)[CH:37]=[CH:38][CH:39]=1)(=[O:33])=[O:32])([CH3:29])([CH3:28])[CH3:27]>>[C:26]([NH:30][S:31]([C:34]1[CH:35]=[CH:36][CH:37]=[C:38]([C:2]2[N:3]=[CH:4][N:5]([C:7]3[N:12]=[C:11]([CH:13]([F:15])[F:14])[CH:10]=[C:9]([C:16]4[CH:17]=[N:18][C:19]([C:22]([F:25])([F:24])[F:23])=[CH:20][CH:21]=4)[N:8]=3)[CH:6]=2)[CH:39]=1)(=[O:33])=[O:32])([CH3:29])([CH3:27])[CH3:28]. Reported procedure: 3-{1-[4-Difluoromethyl-6-(6-trifluoromethyl-pyridin-3-yl)-pyrimidin-2-yl]-1H-imidazol-4-yl}-benzenesulfonic acid tert-butylamide was prepared from 2-(4-iodo-imidazol-1-yl)-4-difluoromethyl-6-(6-trifluoromethyl-pyridin-3-yl)-pyrimidine (example B.8) (0.47 g, 1.0 mmol) and commercially available 3-(tert.-butylsulfamoyl)-phenylboronic acid (0.31 g, 1.2 mmol) according to the general procedure III. Obtained as light yellow solid (0.06 g), which was subsequently deprotected. The reactants are CN(C=O)C (N,N-Dimethylformamide), BrC1=NC2=CC=CC=C2C=C1OC1=CC=NC2=CC(=C(C=C12)OC)OC (4-(2-bromo-quinolin-3-yloxy)-6,7-dimethoxy-quinoline), tetrakistriphenylphosphine palladium, C(CCC)[Sn](C1=NC=CC=C1)(CCCC)CCCC (tri-n-butyl-(2-pyridyl)-tin). Reagents/catalysts: [Cu]=O (copper(II) oxide). Solvent: O (water). Conditions: temperature 100 celsius, time 8 hour. The product is COC=1C=C2C(=CC=NC2=CC1OC)OC=1C(=NC2=CC=CC=C2C1)C1=NC=CC=C1 (6,7-Dimethoxy-4-(2-pyridin-2-yl-quinolin-3-yloxy)-quinoline). Yield: 14.6%. RXN SMILES: CN(C)C=O.Br[C:7]1[C:16]([O:17][C:18]2[C:27]3[C:22](=[CH:23][C:24]([O:30][CH3:31])=[C:25]([O:28][CH3:29])[CH:26]=3)[N:21]=[CH:20][CH:19]=2)=[CH:15][C:14]2[C:9](=[CH:10][CH:11]=[CH:12][CH:13]=2)[N:8]=1.C([Sn](CCCC)(CCCC)[C:37]1[CH:42]=[CH:41][CH:40]=[CH:39][N:38]=1)CCC>[Cu]=O.O>[CH3:29][O:28][C:25]1[CH:26]=[C:27]2[C:22](=[CH:23][C:24]=1[O:30][CH3:31])[N:21]=[CH:20][CH:19]=[C:18]2[O:17][C:16]1[C:7]([C:37]2[CH:42]=[CH:41][CH:40]=[CH:39][N:38]=2)=[N:8][C:9]2[C:14]([CH:15]=1)=[CH:13][CH:12]=[CH:11][CH:10]=2. Reported procedure: N,N-Dimethylformamide (1 ml) was added to 4-(2-bromo-quinolin-3-yloxy)-6,7-dimethoxy-quinoline (35 mg), tetrakistriphenylphosphine palladium (9.8 mg), tri-n-butyl-(2-pyridyl)-tin (63 mg), and copper(II) oxide (14 mg) under an argon atmosphere, and the mixture was stirred at 100° C. overnight. The reaction solution was cooled to room temperature, water was then added thereto, and the mixture was extracted with ethyl acetate. The ethyl acetate layer was then washed with water and was dried over an... Reactants: [H-].[Na+] (sodium hydride), Cl.C(C)N(CC)CCCl (diethylaminoethylchloride hydrochloride), CN1C=2C(C(NC3=C1C=CC=C3)=O)=CSC2 (4,9-dihydro-4-methyl-10H-thieno[3,4-b] [1,5]benzodiazepin-10-one). Run in CN(C=O)C (dimethylformamide). Run at time 18 hour. Yields the product C(C)N(CCN1C(C=2C(N(C3=C1C=CC=C3)C)=CSC2)=O)CC (9-(2-Diethylaminoethyl)-4,9-dihydro-4-methyl-10H-thieno[3,4-b] [1,5]benzodiazepin-10-one). RXN SMILES: [H-].[Na+].Cl.[CH2:4]([N:6]([CH2:9][CH2:10]Cl)[CH2:7][CH3:8])[CH3:5].[CH3:12][N:13]1[C:19]2[CH:20]=[CH:21][CH:22]=[CH:23][C:18]=2[NH:17][C:16](=[O:24])[C:15]2=[CH:25][S:26][CH:27]=[C:14]12>CN(C)C=O>[CH2:4]([N:6]([CH2:7][CH3:8])[CH2:9][CH2:10][N:17]1[C:18]2[CH:23]=[CH:22][CH:21]=[CH:20][C:19]=2[N:13]([CH3:12])[C:14]2=[CH:27][S:26][CH:25]=[C:15]2[C:16]1=[O:24])[CH3:5] |f:0.1,2.3|. Reported procedure: A mixture of 0.31 g. of 55% sodium hydride-mineral oil dispersion and 0.60 g. of diethylaminoethylchloride hydrochloride in 25 ml. of dry dimethylformamide is stirred at room temperature for 0.5 hours. To the mixture is added 0.4 g. of 4,9-dihydro-4-methyl-10H-thieno[3,4-b] [1,5]benzodiazepin-10-one and stirring is continued for 18 hours. The reaction mixture is cooled, quenched with water and extracted with chloroform. The chloroform extracts are concentrated under reduced pressure to an oil, w...